Dataset: the Open Reaction Database (ORD), a public repository of structured organic reaction records. Task: describe an organic reaction: reactants, conditions, products, and yield The reactants are C(C)(C)N1N=C(N=C1Cl)O (1-isopropyl-5-chloro-3-hydroxy-1,2,4-triazole), [F-].[K+] (potassium fluoride). Solvent: S1(=O)(=O)CCCC1 (sulpholane). The product is C(C)(C)N1N=C(N=C1F)O (1-isopropyl-5-fluoro-3-hydroxy-1,2,4-triazole). RXN SMILES: [CH:1]([N:4]1[C:8](Cl)=[N:7][C:6]([OH:10])=[N:5]1)([CH3:3])[CH3:2].[F-:11].[K+]>S1(CCCC1)(=O)=O>[CH:1]([N:4]1[C:8]([F:11])=[N:7][C:6]([OH:10])=[N:5]1)([CH3:3])[CH3:2] |f:1.2|. Procedure: 16.2 g of 1-isopropyl-5-chloro-3-hydroxy-1,2,4-triazole, 29 g of dry potassium fluoride and 150 ml of sulpholane are heated together for 16 hours to 160°-200°C. The solvent is evaporated in a high vacuum and the residue then treated with 10 % acetic acid and extracted with ethyl acetate. The ethyl acetate is evaporated off and the residueal solid is recrystallised from water, in the process of which 1-isopropyl-5-fluoro-3-hydroxy-1,2,4-triazole is obtained in the form of white crystals with a me... Procedure details: A solution of N-chlorosuccinimide (6.8 g, 50.9 mmol) in dry dichloromethane (338 ml) was cooled to -30 ° and dimethylsulfide (4.1 ml, 55.3 mmol) was added dropwise over 3 min. After 13 min., the cooling bath was removed and the mixture was stirred for 30 min. The mixture was cooled to -40 ° and a solution of (E,E)-farnesol (11.3 ml, 44 mmol) in 112 ml dichloromethane was added over 10 min. The cooling bath was removed and the mixture was stirred for 30 min. The temperature of the reaction mixtur... Reaction SMILES: [Cl:1]N1C(=O)CCC1=O.CSC.O[CH2:13]/[CH:14]=[C:15](/[CH2:17][CH2:18]/[CH:19]=[C:20](/[CH2:22][CH2:23][CH:24]=[C:25]([CH3:27])[CH3:26])\[CH3:21])\[CH3:16]>ClCCl>[CH2:13]([Cl:1])/[CH:14]=[C:15](/[CH2:17][CH2:18]/[CH:19]=[C:20](/[CH2:22][CH2:23][CH:24]=[C:25]([CH3:27])[CH3:26])\[CH3:21])\[CH3:16]. The product is C(\C=C(/C)\CC\C=C(/C)\CCC=C(C)C)Cl ((E,E)-Farnesyl chloride). The solvent is ClCCl (dichloromethane), ClCCl (dichloromethane). The reactants are OC\C=C(/C)\CC\C=C(/C)\CCC=C(C)C ((E,E)-farnesol), solvent, ClN1C(CCC1=O)=O (N-chlorosuccinimide), CSC (dimethylsulfide). Yield: 103.8%. Conditions: time 13 minute. As a reaction SMILES: [F:1][C:2]1[C:3](=[O:18])[O:4][C:5]2[C:10]([C:11]=1[CH3:12])=[CH:9][CH:8]=[C:7]([O:13]CC=C)[C:6]=2[CH3:17].O.C(N(CC)[C:23]1[CH:28]=CC=C[CH:24]=1)C>>[F:1][C:2]1[C:3](=[O:18])[O:4][C:5]2[C:10]([C:11]=1[CH3:12])=[CH:9][C:8]([CH2:28][CH:23]=[CH2:24])=[C:7]([OH:13])[C:6]=2[CH3:17]. Reactants: FC=1C(OC2=C(C(=CC=C2C1C)OCC=C)C)=O (3-fluoro-4,8-dimethyl-7-allyloxycoumarin), C(C)N(C1=CC=CC=C1)CC (N,N-diethylaniline), O (water). Product: FC=1C(OC2=C(C(=C(C=C2C1C)CC=C)O)C)=O (3-fluoro-4,8-dimethyl-6-allyl-7-hydroxycoumarin). Procedure: A solution of 3-fluoro-4,8-dimethyl-7-allyloxycoumarin (1.56 g, 6.28 mmoles) in 20 mL of N,N-diethylaniline was deoxygenated with argon for 30 minutes and then was heated at reflux for 4 hours, while being purged by bubbling argon through the solution. The reaction mixture was chilled in ice, the resulting precipitate was collected by suction filtration and dried in vacuo. Recrystallisation from a mixture of methanol:water gave 0.859 g (55% yield) of 3-fluoro-4,8-dimethyl-6-allyl-7-hydroxycoumar... The yield is 55.0%. Reactants: O=C([O-])[O-], COC(=O)c1nc(O)ccc1OCc1ccccc1, CCBr, [K+], [K+], CN(C)C=O, O. The product is CCOc1ccc(OCc2ccccc2)c(C(=O)OC)n1. RXN SMILES: [C:23](=[O:24])([O-:25])[O-:26].[CH2:1]([c:2]1[cH:3][cH:4][cH:5][cH:6][cH:7]1)[O:8][c:9]1[c:10]([C:16](=[O:17])[O:18][CH3:19])[n:11][c:12]([OH:15])[cH:13][cH:14]1.[CH2:20]([CH3:21])[Br:22].[K+:27].[K+:28].[O:29]=[CH:30][N:31]([CH3:32])[CH3:33].[OH2:34]>>[CH2:1]([c:2]1[cH:3][cH:4][cH:5][cH:6][cH:7]1)[O:8][c:9]1[c:10]([C:16](=[O:17])[O:18][CH3:19])[n:11][c:12]([O:15][CH2:20][CH3:21])[cH:13][cH:14]1. RXN SMILES: [CH2:11]([CH3:12])[O:13][C:14]([CH:15]([CH2:16][CH2:17][CH3:18])[O:19][c:20]1[c:21]([CH:27]2[O:28][CH2:29][CH2:30][O:31]2)[cH:22][c:23]([Cl:26])[cH:24][cH:25]1)=[O:32].[CH2:37]1[O:38][CH2:39][CH2:40][CH2:41]1.[CH3:1][Si:2]([N-:3][Si:4]([CH3:5])([CH3:6])[CH3:7])([CH3:8])[CH3:9].[CH3:42][CH2:43][O:44][C:45](=[O:46])[CH3:47].[I:33][CH2:34][CH2:35][CH3:36].[Li+:10]>>[CH2:11]([CH3:12])[O:13][C:14]([C:15]([CH2:16][CH2:17][CH3:18])([O:19][c:20]1[c:21]([CH:27]2[O:28][CH2:29][CH2:30][O:31]2)[cH:22][c:23]([Cl:26])[cH:24][cH:25]1)[CH2:34][CH2:35][CH3:36])=[O:32]. Starting materials: CCCC(Oc1ccc(Cl)cc1C1OCCO1)C(=O)OCC, C1CCOC1, C[Si](C)(C)[N-][Si](C)(C)C, CCOC(C)=O, CCCI, [Li+]. Product: CCCC(CCC)(Oc1ccc(Cl)cc1C1OCCO1)C(=O)OCC.